This data is from the Open Reaction Database (ORD), a public repository of structured organic reaction records. The task is: describe an organic reaction: reactants, conditions, products, and yield Starting materials: C(C)OCCNN1C=C(C(C2=CC(=C(C(=C12)F)F)F)=O)C(=O)OCC (ethyl 1-(ethoxymethyl)methylamino-6,7,8-trifluoro-1,4-dihydro-4-oxoquinoline-3-carboxylate), ClC(Cl)(Cl)[SiH3] (trichloromethylsilane), C(C)(C)OC(C)C (diisopropyl ether). The solvent is C(C)#N (acetonitrile). Conditions: time 30 minute. Product: ClCCNN1C=C(C(C2=CC(=C(C(=C12)F)F)F)=O)C(=O)OCC (ethyl 1-(chloromethyl)methylamino-6,7,8-trifluoro-1,4-dihydro-4-oxoquinoline-3-carboxylate). Reaction SMILES: C(O[CH2:4][CH2:5][NH:6][N:7]1[C:16]2[C:11](=[CH:12][C:13]([F:19])=[C:14]([F:18])[C:15]=2[F:17])[C:10](=[O:20])[C:9]([C:21]([O:23][CH2:24][CH3:25])=[O:22])=[CH:8]1)C.[Cl:26]C([SiH3])(Cl)Cl.C(OC(C)C)(C)C>C(#N)C>[Cl:26][CH2:4][CH2:5][NH:6][N:7]1[C:16]2[C:11](=[CH:12][C:13]([F:19])=[C:14]([F:18])[C:15]=2[F:17])[C:10](=[O:20])[C:9]([C:21]([O:23][CH2:24][CH3:25])=[O:22])=[CH:8]1. Procedure details: To a solution of ethyl 1-(ethoxymethyl)methylamino-6,7,8-trifluoro-1,4-dihydro-4-oxoquinoline-3-carboxylate (200 mg) in dry acetonitrile (2.0 ml) was added trichloromethylsilane (65.8 μl) under ice -cooling and the mixture was stirred for 30 minutes, and then for 10 minutes at room temperature. To the reaction mixture was added diisopropyl ether (10 ml), which was then stirred for 15 minutes at ambient temperature. The precipitate was collected by filtration and washed with diisopropyl ether and...